Dataset: the Open Reaction Database (ORD), a public repository of structured organic reaction records. Task: describe an organic reaction: reactants, conditions, products, and yield Starting materials: OC[C@H](C1=CC=CC=C1)N ((S)-2-hydroxy-1-phenyl ethylamine), ClC=1C=C(OC2=C(C(=O)O)C=CC=N2)C=CC1 (2-(3-chloro-phenoxy)-nicotinic acid), Cl (hydrochloric acid). Solvent: N1=CC=CC=C1 (pyridine), S(=O)(Cl)Cl (thionyl chloride). The product is ClC=1C=C(OC2=C(C(=O)N[C@@H](CO)C3=CC=CC=C3)C=CC=N2)C=CC1 ((R)-2-(3-Chloro-phenoxy)-N-(2-hydroxy-1-phenyl-ethyl)-nicotinamide). RXN SMILES: [Cl:1][C:2]1[CH:3]=[C:4]([CH:15]=[CH:16][CH:17]=1)[O:5][C:6]1[N:14]=[CH:13][CH:12]=[CH:11][C:7]=1[C:8]([OH:10])=O.[OH:18][CH2:19][C@@H:20]([NH2:27])[C:21]1[CH:26]=[CH:25][CH:24]=[CH:23][CH:22]=1.Cl>S(Cl)(Cl)=O.N1C=CC=CC=1>[Cl:1][C:2]1[CH:3]=[C:4]([CH:15]=[CH:16][CH:17]=1)[O:5][C:6]1[N:14]=[CH:13][CH:12]=[CH:11][C:7]=1[C:8]([NH:27][C@H:20]([C:21]1[CH:26]=[CH:25][CH:24]=[CH:23][CH:22]=1)[CH2:19][OH:18])=[O:10]. Procedure details: A solution of 2-(3-chloro-phenoxy)-nicotinic acid (0.25 grams, 1.0 mmole) in thionyl chloride (10 ml) was heated to reflux. After 1 hour the reaction mixture was cooled to room temperature and concentrated under reduced pressure. The resulting residue was dissolved in tetrahydrofuran (5 ml) and added dropwise to a solution of (S)-2-hydroxy-1-phenyl ethylamine (0.14 grams, 1.0 mmole) in pyridine (5 ml) at 0° C. After 30 minutes the mixture was warmed to room temperature. After 1 hour the mixture ...